This data is from the Open Reaction Database (ORD), a public repository of structured organic reaction records. The task is: describe an organic reaction: reactants, conditions, products, and yield Starting materials: C(C)I (ethyl iodide), ClC=1C(=C(C=CC1)NC(NCC(=O)N)=S)C (2-[3-(3-chloro-2-methylphenyl)-thioureido]-acetamide). The solvent is Cl (hydrogen chloride). Yields the product hydrochloride salt, ClC=1C(=C(C=CC1)N1C(=NCC1=O)SCC)C (3-(3-Chloro-2-methylphenyl)-2-ethylsulfanyl-3,5-dihydroimidazol-4-one), Cl (monohydrochloride). The yield is 600.9%. RXN SMILES: [Cl:1][C:2]1[C:3]([CH3:16])=[C:4]([NH:8][C:9](=[S:15])[NH:10][CH2:11][C:12](N)=[O:13])[CH:5]=[CH:6][CH:7]=1.[CH2:17](I)[CH3:18]>Cl>[Cl:1][C:2]1[C:3]([CH3:16])=[C:4]([N:8]2[C:12](=[O:13])[CH2:11][N:10]=[C:9]2[S:15][CH2:17][CH3:18])[CH:5]=[CH:6][CH:7]=1.[ClH:1]. Procedure details: The title compound was prepared by the procedure described in Example 6 using 12.0 g of 2-[3-(3-chloro-2-methylphenyl)-thioureido]-acetamide, and 25.0 g of ethyl iodide. The hydrochloride salt was prepared in ethereal hydrogen chloride. Crystallization from ethyl acetate afforded the title compound as a white solid, monohydrochloride (5.1 g), m.p. 161-163° C. (dec.). Anal. Calcd. for. C12H13Cl N2O S . HCl: C, 47.22; H, 4.62; N, 9.18. Found: C, 47.03; H, 4.40; N, 9.09. Mass spectrum (+FAB, [M+H]+... The reactants are C(C)OC(=O)C1=C(NC=2C1=NC=CC2Cl)C (Ethyl-7-chloro-2-methyl-1H-pyrrolo[3,2-b]pyridine-3-carboxylate), C1(CC1)COC1=C(C=CC(=C1)F)B1OC(C(O1)(C)C)(C)C (2-(2-cyclopropylmethoxy-4-fluoro-phenyl)-4,4,5,5-tetramethyl-[1,3,2]dioxaborolane). Yields the product C1(CC1)COC1=C(C=CC(=C1)F)C1=C2C(=NC=C1)C(=C(N2)C)C(=O)OCC (Ethyl 7-[2-(cyclopropylmethoxy)-4-fluorophenyl]-2-methyl-1H-pyrrolo[3,2-b]pyridine-3-carboxylate). As a reaction SMILES: [CH2:1]([O:3][C:4]([C:6]1[C:10]2=[N:11][CH:12]=[CH:13][C:14](Cl)=[C:9]2[NH:8][C:7]=1[CH3:16])=[O:5])[CH3:2].[CH:17]1([CH2:20][O:21][C:22]2[CH:27]=[C:26]([F:28])[CH:25]=[CH:24][C:23]=2B2OC(C)(C)C(C)(C)O2)[CH2:19][CH2:18]1>>[CH:17]1([CH2:20][O:21][C:22]2[CH:27]=[C:26]([F:28])[CH:25]=[CH:24][C:23]=2[C:14]2[CH:13]=[CH:12][N:11]=[C:10]3[C:6]([C:4]([O:3][CH2:1][CH3:2])=[O:5])=[C:7]([CH3:16])[NH:8][C:9]=23)[CH2:18][CH2:19]1. Reported procedure: Starting from ethyl-7-chloro-2-methyl-1H-pyrrolo[3,2-b]pyridine-3-carboxylate (example A3) and 2-(2-cyclopropylmethoxy-4-fluoro-phenyl)-4,4,5,5-tetramethyl-[1,3,2]dioxaborolane (example B.c3) the title compound is obtained as off-white solid. Reactants: Cc1nc[nH]n1, CS(C)=O, COc1cc([N+](=O)[O-])ccc1Cl, [K+], [OH-], O. Product: COc1cc([N+](=O)[O-])ccc1-n1cnc(C)n1. RXN SMILES: [CH3:1][c:2]1[n:3][nH:4][cH:5][n:6]1.[CH3:22][S:23]([CH3:24])=[O:25].[Cl:7][c:8]1[c:9]([O:17][CH3:18])[cH:10][c:11]([N+:14](=[O:15])[O-:16])[cH:12][cH:13]1.[K+:20].[OH-:19].[OH2:21]>>[CH3:1][c:2]1[n:3][n:4](-[c:8]2[c:9]([O:17][CH3:18])[cH:10][c:11]([N+:14](=[O:15])[O-:16])[cH:12][cH:13]2)[cH:5][n:6]1. Starting materials: OC1=C(C=C(C=C1)[N+](=O)[O-])C(=O)N1CCN(CC1)C1=CC=C(C=C1)C(F)(F)F ((2-hydroxy-5-nitro-phenyl)-[4-(4-trifluoromethyl-phenyl)-piperazin-1-yl]-methanone), C([O-])([O-])=O.[K+].[K+] (potassium carbonate), FC(S(=O)(=O)OCC(C(F)(F)F)(F)F)(F)F (2,2,3,3,3-pentafluoropropyl trifluoromethanesulfonate). Solvent: CC(=O)C (acetone). Yields the product [N+](=O)([O-])C=1C=CC(=C(C1)C(=O)N1CCN(CC1)C1=CC=C(C=C1)C(F)(F)F)OCC(C(F)(F)F)(F)F ([5-Nitro-2-(2,2,3,3,3-pentafluoro-propoxy)-phenyl]-[4-(4-trifluoromethyl-phenyl)-piperazin-1-yl]-methanone). Isolated yield 99.0%. Reaction SMILES: [OH:1][C:2]1[CH:7]=[CH:6][C:5]([N+:8]([O-:10])=[O:9])=[CH:4][C:3]=1[C:11]([N:13]1[CH2:18][CH2:17][N:16]([C:19]2[CH:24]=[CH:23][C:22]([C:25]([F:28])([F:27])[F:26])=[CH:21][CH:20]=2)[CH2:15][CH2:14]1)=[O:12].C(=O)([O-])[O-].[K+].[K+].FC(F)(F)S(O[CH2:41][C:42]([F:48])([F:47])[C:43]([F:46])([F:45])[F:44])(=O)=O>CC(C)=O>[N+:8]([C:5]1[CH:6]=[CH:7][C:2]([O:1][CH2:41][C:42]([F:48])([F:47])[C:43]([F:46])([F:45])[F:44])=[C:3]([C:11]([N:13]2[CH2:18][CH2:17][N:16]([C:19]3[CH:24]=[CH:23][C:22]([C:25]([F:28])([F:27])[F:26])=[CH:21][CH:20]=3)[CH2:15][CH2:14]2)=[O:12])[CH:4]=1)([O-:10])=[O:9] |f:1.2.3|. Procedure details: To a refluxing solution of 50 mg of (2-hydroxy-5-nitro-phenyl)-[4-(4-trifluoromethyl-phenyl)-piperazin-1-yl]-methanone in acetone (2 mL) containing potassium carbonate (35 mg) was added 2,2,3,3,3-pentafluoropropyl trifluoromethanesulfonate (54 mg) over 10 min. The reaction mixture was refluxed for 20 hours before being concentrated in vacuo and purified by column chromatography (SiO2, CH2Cl2/MeOH) to yield the title compound as a colorless solid (66 mg). MS (m/e): 569.0 (M+H+, 100%). The reactants are [Al+3], [H-], [H-], [H-], [H-], [Li+], O=[N+]([O-])CC1C2(CCCC1(c1ccccc1)c1ccccc1)OCCO2, C1CCOC1, O. The product is NCC1C2(CCCC1(c1ccccc1)c1ccccc1)OCCO2. Reaction SMILES: [Al+3:28].[H-:27].[H-:30].[H-:31].[H-:32].[Li+:29].[N+:1]([O-:2])(=[O:3])[CH2:4][CH:5]1[C:6]2([O:7][CH2:8][CH2:9][O:10]2)[CH2:11][CH2:12][CH2:13][C:14]1([c:15]1[cH:16][cH:17][cH:18][cH:19][cH:20]1)[c:21]1[cH:22][cH:23][cH:24][cH:25][cH:26]1.[O:34]1[CH2:35][CH2:36][CH2:37][CH2:38]1.[OH2:33]>>[NH2:1][CH2:4][CH:5]1[C:6]2([O:7][CH2:8][CH2:9][O:10]2)[CH2:11][CH2:12][CH2:13][C:14]1([c:15]1[cH:16][cH:17][cH:18][cH:19][cH:20]1)[c:21]1[cH:22][cH:23][cH:24][cH:25][cH:26]1. Reactants: C1COCCN1, CC1(C)CC(Oc2nc(Cl)nc(N3C(C)(C)CCCC3(C)C)n2)CC(C)(C)N1O, O. Product: CC1(C)CC(Oc2nc(N3CCOCC3)nc(N3C(C)(C)CCCC3(C)C)n2)CC(C)(C)N1O. Reaction SMILES: [CH2:30]1[CH2:31][O:32][CH2:33][CH2:34][NH:35]1.[Cl:1][c:2]1[n:3][c:4]([N:20]2[C:21]([CH3:28])([CH3:29])[CH2:22][CH2:23][CH2:24][C:25]2([CH3:26])[CH3:27])[n:5][c:6]([O:8][CH:9]2[CH2:10][C:11]([CH3:18])([CH3:19])[N:12]([OH:17])[C:13]([CH3:15])([CH3:16])[CH2:14]2)[n:7]1.[OH2:36]>>[c:2]1([N:35]2[CH2:30][CH2:31][O:32][CH2:33][CH2:34]2)[n:3][c:4]([N:20]2[C:21]([CH3:28])([CH3:29])[CH2:22][CH2:23][CH2:24][C:25]2([CH3:26])[CH3:27])[n:5][c:6]([O:8][CH:9]2[CH2:10][C:11]([CH3:18])([CH3:19])[N:12]([OH:17])[C:13]([CH3:15])([CH3:16])[CH2:14]2)[n:7]1.